Dataset: the Open Reaction Database (ORD), a public repository of structured organic reaction records. Task: describe an organic reaction: reactants, conditions, products, and yield Starting materials: NC1=C(C#N)C=C(C=C1)Cl (2-amino-5-chloro-benzonitrile), ClC=1C=C(C=CC1)[Mg]Br (3-chloro phenyl magnesium bromide), solution, C(C)OCC (diethyl ether), CCOCC (ether). Conditions: temperature 25 celsius, time 16 hour. Yields the product NC1=C(C=C(C=C1)Cl)C(=O)C1=CC(=CC=C1)Cl ((2-amino-5-chloro-phenyl)-(3-chloro-phenyl)-methanone). Yield: 63.0%. As a reaction SMILES: [NH2:1][C:2]1[CH:9]=[CH:8][C:7]([Cl:10])=[CH:6][C:3]=1[C:4]#N.[Cl:11][C:12]1[CH:13]=[C:14]([Mg]Br)[CH:15]=[CH:16][CH:17]=1.C([O:22]CC)C>>[NH2:1][C:2]1[CH:9]=[CH:8][C:7]([Cl:10])=[CH:6][C:3]=1[C:4]([C:16]1[CH:15]=[CH:14][CH:13]=[C:12]([Cl:11])[CH:17]=1)=[O:22]. Procedure: To the stirred solution of 2-amino-5-chloro-benzonitrile (500 mg, 3.28 mmol) in diethyl ether (10 ml) was added 3-chloro phenyl magnesium bromide (freshly prepared 1M solution in ether, 10 ml, 9.83 mmol) drop wise at 0° C. and the resulting reaction mixture was refluxed for 1 h. Then the mixture was stirred for 16 h at 25° C., cooled to 5° C. and quenched with water followed by 2 N HCl solution (20 ml). The reaction mixture was stirred at 45° C. for 5 h and then the pH of the reaction mixture wa... Starting materials: C(CC(=O)O)(=O)O.C(C)C(C(=O)N)CC (diethylacetamide malonate), [O-]CC.[Na+] (sodium ethoxide), C(C)O (ethanol), C(C1=CC=CC=C1)OCCCCCCCCCCI (1-benzyloxy-10-iododecane). Run at time 10 minute. Product: C(C)(=O)NC(CCCCCCCCCCOCC1=CC=CC=C1)(C(=O)OCC)C(=O)OCC (1-acetylamino-11-benzyloxy-1,1-diethoxycarbonylundecane). Yield: 89.7%. Reaction SMILES: [C:1]([OH:7])(=[O:6])[CH2:2][C:3]([OH:5])=[O:4].C([CH:10](CC)[C:11]([NH2:13])=[O:12])C.[O-][CH2:17][CH3:18].[Na+].[CH2:20]([O:27][CH2:28][CH2:29][CH2:30][CH2:31][CH2:32][CH2:33][CH2:34][CH2:35][CH2:36][CH2:37]I)[C:21]1[CH:26]=[CH:25][CH:24]=[CH:23][CH:22]=1.[CH2:39](O)[CH3:40]>>[C:11]([NH:13][C:2]([C:1]([O:7][CH2:17][CH3:18])=[O:6])([C:3]([O:5][CH2:39][CH3:40])=[O:4])[CH2:37][CH2:36][CH2:35][CH2:34][CH2:33][CH2:32][CH2:31][CH2:30][CH2:29][CH2:28][O:27][CH2:20][C:21]1[CH:26]=[CH:25][CH:24]=[CH:23][CH:22]=1)(=[O:12])[CH3:10] |f:0.1,2.3|. Reported procedure: Anhydrous ethanol (10.5 ml) and diethylacetamide malonate (2661 mg, 12.25 mmols) were added to sodium ethoxide (834 mg, 12.25 mmols). After stirring for 10 minutes, 1-benzyloxy-10-iododecane (Compound q-1) (2661 mg, 12.25 mmols) was added to the mixture. The mixture was heated to reflux for 4 hours and concentrated in vacuo. Chloroform (200 ml) and water (100 ml) were added to the residue for separation. The organic layer was washed with saturated sodium chloride aqueous solution (100 ml), dried... Reactants: resultant mixture, [H-].[Na+] (sodium hydride), C(C=C)Br (allyl bromide), C[C@@H](CC=C)O ((S)-pent-4-en-2-ol). Solvent: CN(C=O)C (N,N-dimetylformamide). Reaction conditions: temperature 0 celsius, time 1 hour. The product is C(C=C)O[C@H](CC=C)C ((S)-4-(allyloxy)pent-1-ene). As a reaction SMILES: [H-].[Na+].[CH3:3][C@H:4]([OH:8])[CH2:5][CH:6]=[CH2:7].[CH2:9](Br)[CH:10]=[CH2:11]>CN(C)C=O>[CH2:11]([O:8][C@@H:4]([CH3:3])[CH2:5][CH:6]=[CH2:7])[CH:10]=[CH2:9] |f:0.1|. Procedure details: To a suspension of sodium hydride (21 g, 34 mmol) in N,N-dimetylformamide (100 mL) was dropwise added (S)-pent-4-en-2-ol (10 g, 116 mmol) at 0° C. The reaction mixture was stirred at 0° C. for 1 hour. After that, allyl bromide (14.0 g, 116.2 mmol) was dropwise added to the mixture at 0° C. The resultant mixture was stirred at 0° C. for another 3 h, and the mixture was quenched by saturate ammonium chloride solution (500 mL). The aqueous layer was extracted with tert-butyl methyl ether (200 mL×3)... The reactants are COC(CC1=CC=C(C=C1)OCCOC1=CC=C(C=C1)Cl)=O (methyl{p-[2-(p-chlorophenoxy)ethoxy]phenyl}acetate), BrN1C(CCC1=O)=O (N-bromosuccinimide). Solvent: C(Cl)(Cl)(Cl)Cl (carbon tetrachloride). The product is BrC(C(=O)OC)C1=CC=C(C=C1)OCCOC1=CC=C(C=C1)Cl (Methyl bromo{p-[2-(p-chlorophenoxy)ethoxy]phenyl}acetate). Yield: 62.0%. RXN SMILES: [CH3:1][O:2][C:3](=[O:22])[CH2:4][C:5]1[CH:10]=[CH:9][C:8]([O:11][CH2:12][CH2:13][O:14][C:15]2[CH:20]=[CH:19][C:18]([Cl:21])=[CH:17][CH:16]=2)=[CH:7][CH:6]=1.[Br:23]N1C(=O)CCC1=O>C(Cl)(Cl)(Cl)Cl>[Br:23][CH:4]([C:5]1[CH:6]=[CH:7][C:8]([O:11][CH2:12][CH2:13][O:14][C:15]2[CH:16]=[CH:17][C:18]([Cl:21])=[CH:19][CH:20]=2)=[CH:9][CH:10]=1)[C:3]([O:2][CH3:1])=[O:22]. Procedure details: A mixture of 64 g of methyl{p-[2-(p-chlorophenoxy)ethoxy]phenyl}acetate and 37.4 g of N-bromosuccinimide in 800 ml of carbon tetrachloride is stirred and refluxed for 72 hours or until the reaction is complete. The solution is filtered and the filtrate passed through a silica gel column with carbon tetrachloride as eluent to give 49.4 g of white crystals, mp 76°-80° C.